This data is from the Open Reaction Database (ORD), a public repository of structured organic reaction records. The task is: describe an organic reaction: reactants, conditions, products, and yield Run in O (water), CO (methanol). Reaction SMILES: [N+](C)([O-])=O.C[C:6]([O:8][CH2:9][C:10]1[CH2:19][S:18][C@@H:13]2[C@H:14]([NH2:17])[C:15](=[O:16])[N:12]2[C:11]=1[C:20]([OH:22])=[O:21])=O.C(=O)(O)[O-].[Na+].Cl>[Cl-].[Zn+2].[Cl-].O.CO>[NH2:17][CH:14]1[C:15](=[O:16])[N:12]2[C:11]([C:20]([OH:22])=[O:21])=[C:10]([CH2:9][O:8][CH3:6])[CH2:19][S:18][C@H:13]12 |f:2.3,5.6.7|. Yields the product desired product, NC1[C@@H]2N(C(=C(CS2)COC)C(=O)O)C1=O (7-amino-3-methoxymethyl-3-cephem-4-carboxylic acid). Starting materials: C([O-])(O)=O.[Na+] (sodium bicarbonate), [N+](=O)([O-])C (nitromethane), CC(=O)OCC1=C(N2[C@@H]([C@@H](C2=O)N)SC1)C(=O)O (7-ACA), ferric chloride, Cl (hydrochloric acid). Reported procedure: To 10 ml of nitromethane were added 2.72 g of 7-ACA, 2.7 g of methanol, 5.0 g of zinc chloride and 4.0 g of ferric chloride. The mixture was heated at 50° C. for 30 min to advance a reaction. After completion of the reaction, the reaction mixture was cooled to 5° C. To the reaction mixture was added 150 ml of water. Then, the mixture was adjusted to pH 7.5 with sodium bicarbonate at a temperature of from 2° C. to 5° C. The resulting precipitate was filtered off, and then washed with water. The f... The reagents and catalysts are [Cl-].[Zn+2].[Cl-] (zinc chloride). Run at temperature 50 celsius. The reactants are Cl.C(C)NC(CC1=C(C=CC=C1)[N+](=O)[O-])C1=CC=CC=C1 (N-Ethyl-2-nitro-α-phenylphenethylamine hydrochloride), C(C)O (ethanol), [OH-].[K+] (potassium hydroxide), Cl (hydrogen chloride). The solvent is CCOCC (ether). Run at time 3 hour. Product: Cl.Cl.NC1=C(CC(C2=CC=CC=C2)NCC)C=CC=C1 (2-amino-N-ethyl-α-phenylphenethylamine dihydrochloride). RXN SMILES: [ClH:1].[CH2:2]([NH:4][CH:5]([C:16]1[CH:21]=[CH:20][CH:19]=[CH:18][CH:17]=1)[CH2:6][C:7]1[CH:12]=[CH:11][CH:10]=[CH:9][C:8]=1[N+:13]([O-])=O)[CH3:3].C(O)C.[OH-].[K+].Cl>CCOCC>[ClH:1].[ClH:1].[NH2:13][C:8]1[CH:9]=[CH:10][CH:11]=[CH:12][C:7]=1[CH2:6][CH:5]([NH:4][CH2:2][CH3:3])[C:16]1[CH:21]=[CH:20][CH:19]=[CH:18][CH:17]=1 |f:0.1,3.4,7.8.9|. Procedure details: 3.00 g of N-Ethyl-2-nitro-α-phenylphenethylamine hydrochloride is treated with 100 ml of hot 95% ethanol containing 1.10 g of potassium hydroxide for 15 minutes, after which the mixture is filtered and placed in a Paar flask. 0.15 g of 10% palladium on charcoal is added and the mixture is hydrogenated at room temperature and 50 psia for 3 hours, after which the catalyst is removed. The ethanol is evaporated from the filtrate and the resulting yellow oil is poured onto 100 ml of water. The biphas... Reactants: C1(=CC=CC=C1)[C@@H](C(=O)O)C ((S)-(+)-2-phenylpropionic acid), S(=O)(Cl)Cl (thionyl chloride), CN(C1=CC=CC=C1)C (dimethylaniline). Run in ClC(=C(Cl)Cl)Cl (tetrachloroethylene). Conditions: time 8 hour. The product is C1(=CC=CC=C1)[C@@H](C(=O)Cl)C ((S)-2-phenylpropionic chloride). The yield is 102.4%. RXN SMILES: [C:1]1([C@H:7]([CH3:11])[C:8](O)=[O:9])[CH:6]=[CH:5][CH:4]=[CH:3][CH:2]=1.S(Cl)([Cl:14])=O.CN(C)C1C=CC=CC=1>ClC(Cl)=C(Cl)Cl>[C:1]1([C@H:7]([CH3:11])[C:8]([Cl:14])=[O:9])[CH:6]=[CH:5][CH:4]=[CH:3][CH:2]=1. Procedure details: Into a 10 L four-necked flask, 600 g (4.00 mol) of (S)-(+)-2-phenylpropionic acid, 2.4 L of tetrachloroethylene, 951 g (8.00 mol) of thionyl chloride and a small amount of dimethylaniline were added, followed by stirring at room temperature overnight, and excess of thionyl chloride and tetrachloroethylene were distilled off under reduced pressure to obtain 691 g of (S)-2-phenylpropionic chloride. Starting materials: [Cl-], [Cl-], NCCO, [Zn+2], O=C1OCCC1(c1ccccc1)c1ccccc1. The product is O=C1N(CCO)CCC1(c1ccccc1)c1ccccc1. Reaction SMILES: [Cl-:23].[Cl-:25].[NH2:19][CH2:20][CH2:21][OH:22].[Zn+2:24].[c:1]1([C:7]2([c:13]3[cH:14][cH:15][cH:16][cH:17][cH:18]3)[C:8](=[O:12])[O:9][CH2:10][CH2:11]2)[cH:2][cH:3][cH:4][cH:5][cH:6]1>>[c:1]1([C:7]2([c:13]3[cH:14][cH:15][cH:16][cH:17][cH:18]3)[C:8](=[O:9])[N:19]([CH2:20][CH2:21][OH:22])[CH2:10][CH2:11]2)[cH:2][cH:3][cH:4][cH:5][cH:6]1. The reactants are C(#N)C=1C(=C(C2=CC=CC=C2C1)C(=O)OC)OC (methyl 3-cyano-2-methoxy-1-naphthoate), O[Li].O (LiOH·H2O), O (water), CO (methanol). The solvent is C([O-])(O)=O.[Na+] (sodium bicarbonate). Product: C(#N)C=1C(=C(C2=CC=CC=C2C1)C(=O)O)OC (3-Cyano-2-methoxy-1-naphthoic acid). As a reaction SMILES: [C:1]([C:3]1[C:4]([O:17][CH3:18])=[C:5]([C:13]([O:15]C)=[O:14])[C:6]2[C:11]([CH:12]=1)=[CH:10][CH:9]=[CH:8][CH:7]=2)#[N:2].O[Li].O.O.CO>C(=O)(O)[O-].[Na+]>[C:1]([C:3]1[C:4]([O:17][CH3:18])=[C:5]([C:13]([OH:15])=[O:14])[C:6]2[C:11]([CH:12]=1)=[CH:10][CH:9]=[CH:8][CH:7]=2)#[N:2] |f:1.2,5.6|. Procedure: A solution of methyl 3-cyano-2-methoxy-1-naphthoate (0.113 g) and LiOH·H2O (0.0196 g) THF (3 mL), water (1 mL) and methanol (1 mL) was stirred overnight at room temperature. The solution was diluted with saturated sodium bicarbonate and extracted with Et2O. The aqueous layer was acidified to pH 2 by addition of 1N HCl and extracted with Et2O. The organic layer was washed with water (30 mL) and brine (40 mL), dried (sodium sulfate), filtered, and concentrated to a white solid. 1H NMR (DMSO-d6): δ... Starting materials: O1C=C(C=C1)C(=O)N (3-furancarboxamide), ClCC(=O)CCl (1,3-dichloroacetone). Product: ClCC=1N=C(OC1)C1=COC=C1 (4-chloromethyl-2-(3-furyl)oxazole). Yield: 44.0%. Reaction SMILES: [O:1]1[CH:5]=[CH:4][C:3]([C:6]([NH2:8])=[O:7])=[CH:2]1.[Cl:9][CH2:10][C:11]([CH2:13]Cl)=O>>[Cl:9][CH2:10][C:11]1[N:8]=[C:6]([C:3]2[CH:4]=[CH:5][O:1][CH:2]=2)[O:7][CH:13]=1. Procedure: In substantially the same manner as in Reference Example 47, 3-furancarboxamide was reacted with 1,3-dichloroacetone to give 4-chloromethyl-2-(3-furyl)oxazole. The yield was 44%. Recrystallization from diethyl ether-hexane gave colorless prisms. mp 70-71° C.